The task is: describe an organic reaction: reactants, conditions, products, and yield. This data is from the Open Reaction Database (ORD), a public repository of structured organic reaction records. The reactants are ClCCl, O=[Mn]=O, OCc1cc2ccccc2o1. The product is O=Cc1cc2ccccc2o1. As a reaction SMILES: [Cl:12][CH2:13][Cl:14].[O:15]=[Mn:16]=[O:17].[OH:1][CH2:2][c:3]1[o:4][c:5]2[c:6]([cH:7]1)[cH:8][cH:9][cH:10][cH:11]2>>[O:1]=[CH:2][c:3]1[o:4][c:5]2[c:6]([cH:7]1)[cH:8][cH:9][cH:10][cH:11]2. Reaction SMILES: [C:29](=[O:30])([O-:31])[O-:32].[Cl:16][c:17]1[c:18]([NH2:19])[c:20]([Cl:28])[c:21]([O:26][CH3:27])[cH:22][c:23]1[O:24][CH3:25].[Cl:1][c:2]1[c:3](-[c:8]2[n:9][cH:10][n:11][c:12]([S:14][CH3:15])[cH:13]2)[n:4][cH:5][cH:6][n:7]1.[Cs+:33].[Cs+:34].[O-:42][C:43]([CH3:44])=[O:45].[O-:46][C:47]([CH3:48])=[O:49].[O:35]1[CH2:36][CH2:37][O:38][CH2:39][CH2:40]1.[Pd+2:41]>>[c:2]1([NH:19][c:18]2[c:17]([Cl:16])[c:23]([O:24][CH3:25])[cH:22][c:21]([O:26][CH3:27])[c:20]2[Cl:28])[c:3](-[c:8]2[n:9][cH:10][n:11][c:12]([S:14][CH3:15])[cH:13]2)[n:4][cH:5][cH:6][n:7]1. Reactants: O=C([O-])[O-], COc1cc(OC)c(Cl)c(N)c1Cl, CSc1cc(-c2nccnc2Cl)ncn1, [Cs+], [Cs+], CC(=O)[O-], CC(=O)[O-], C1COCCO1, [Pd+2]. Product: COc1cc(OC)c(Cl)c(Nc2nccnc2-c2cc(SC)ncn2)c1Cl. The reactants are C(C1=CC=CC=C1)NC1=C(C=NC=2N1N=CC2C(=O)O)C(=O)N2CCN(CC2)C2=CC=C(C=C2)F (7-Benzylamino-6-[4-(4-fluorophenyl)piperazine-1-carbonyl]pyrazolo[1,5-a]pyrimidine-3-carboxylic acid), CS(=O)(=O)N (methanesulfonamide). Yields the product C(C1=CC=CC=C1)NC1=C(C=NC=2N1N=CC2C(=O)NS(=O)(=O)C)C(=O)N2CCN(CC2)C2=CC=C(C=C2)F (N-{7-Benzylamino-6-[4-(4-fluorophenyl)piperazine-1-carbonyl]pyrazolo[1,5-a]pyrimidine-3-carbonyl}methanesulfonamide). Yield: 45.3%. Reaction SMILES: [CH2:1]([NH:8][C:9]1[N:14]2[N:15]=[CH:16][C:17]([C:18](O)=[O:19])=[C:13]2[N:12]=[CH:11][C:10]=1[C:21]([N:23]1[CH2:28][CH2:27][N:26]([C:29]2[CH:34]=[CH:33][C:32]([F:35])=[CH:31][CH:30]=2)[CH2:25][CH2:24]1)=[O:22])[C:2]1[CH:7]=[CH:6][CH:5]=[CH:4][CH:3]=1.[CH3:36][S:37]([NH2:40])(=[O:39])=[O:38]>>[CH2:1]([NH:8][C:9]1[N:14]2[N:15]=[CH:16][C:17]([C:18]([NH:40][S:37]([CH3:36])(=[O:39])=[O:38])=[O:19])=[C:13]2[N:12]=[CH:11][C:10]=1[C:21]([N:23]1[CH2:28][CH2:27][N:26]([C:29]2[CH:30]=[CH:31][C:32]([F:35])=[CH:33][CH:34]=2)[CH2:25][CH2:24]1)=[O:22])[C:2]1[CH:7]=[CH:6][CH:5]=[CH:4][CH:3]=1. Reported procedure: In the same manner as in Example 1, step 6 and using 7-benzylamino-6-[4-(4-fluorophenyl)piperazine-1-carbonyl]pyrazolo[1,5-a]pyrimidine-3-carboxylic acid (0.04 g, 0.08 mmol) obtained in step 2 and methanesulfonamide (0.038 g, 0.400 mmol), the title compound (0.02 g, 48%) was obtained. The reactants are CC=1N=C2N(C(=CC=C2)SCCCCN2C(SCC2=O)=O)C1 (3-[4-(2-methylimidazo[1,2-a]pyridin-5-ylthio)butyl]thiazolidine-2,4-dione), C(CCC)=O (n-butyraldehyde), N1CCCCC1 (piperidine). Procedure details: To a solution of 0.67 g (2.0 mmol) of 3-[4-(2-methylimidazo[1,2-a]pyridin-5-ylthio)butyl]thiazolidine-2,4-dione and 0.18 ml (2.0 mmol) of n-butyraldehyde in 10 ml of ethanol, 0.02 ml (0.2 mmol) of piperidine was added, followed by refluxing for 2 hours. After the reaction mixture was cooled, the solvent was distilled off. The residue was dissolved in chloroform, washed with saturated aqueous sodium hydrogen carbonate and dried, after which the solvent was distilled off. The residue was purified ... Yields the product C(CCC)=C1C(N(C(S1)=O)CCCCSC1=CC=CC=2N1C=C(N2)C)=O (5-butylidene-3-[4-(2-methyl-imidazo[1,2-a]pyridin-5-ylthio)butyl]thiazolidine-2,4-dione). RXN SMILES: [CH3:1][C:2]1[N:3]=[C:4]2[CH:9]=[CH:8][CH:7]=[C:6]([S:10][CH2:11][CH2:12][CH2:13][CH2:14][N:15]3[C:19](=[O:20])[CH2:18][S:17][C:16]3=[O:21])[N:5]2[CH:22]=1.[CH:23](=O)[CH2:24][CH2:25][CH3:26].N1CCCCC1>C(O)C>[CH:23](=[C:18]1[S:17][C:16](=[O:21])[N:15]([CH2:14][CH2:13][CH2:12][CH2:11][S:10][C:6]2[N:5]3[CH:22]=[C:2]([CH3:1])[N:3]=[C:4]3[CH:9]=[CH:8][CH:7]=2)[C:19]1=[O:20])[CH2:24][CH2:25][CH3:26]. The solvent is C(C)O (ethanol). Starting materials: CCc1cc(Br)c(OC)c[n+]1[O-], ClCCl, [Na+], [OH-], BrP(Br)Br. The product is CCc1cc(Br)c(OC)cn1. Reaction SMILES: [Br:5][c:6]1[cH:7][c:8]([CH2:15][CH3:16])[n+:9]([O-:14])[cH:10][c:11]1[O:12][CH3:13].[Cl:19][CH2:20][Cl:21].[Na+:18].[OH-:17].[P:1]([Br:2])([Br:3])[Br:4]>>[Br:5][c:6]1[cH:7][c:8]([CH2:15][CH3:16])[n:9][cH:10][c:11]1[O:12][CH3:13].